From a dataset of the Open Reaction Database (ORD), a public repository of structured organic reaction records. describe an organic reaction: reactants, conditions, products, and yield Starting materials: Cc1cc(-c2ccc(C(F)(F)F)c(C)c2)nc(-c2cccc(-c3ccc(S(=O)(=O)NC(C)(C)C)s3)c2)n1, ClCCl, O=C(O)C(F)(F)F. The product is Cc1cc(-c2ccc(C(F)(F)F)c(C)c2)nc(-c2cccc(-c3ccc(S(N)(=O)=O)s3)c2)n1. As a reaction SMILES: [C:1]([CH3:2])([CH3:3])([CH3:4])[NH:5][S:6](=[O:7])(=[O:8])[c:9]1[s:10][c:11](-[c:14]2[cH:15][c:16](-[c:20]3[n:21][c:22](-[c:27]4[cH:28][c:29]([CH3:37])[c:30]([C:33]([F:34])([F:35])[F:36])[cH:31][cH:32]4)[cH:23][c:24]([CH3:26])[n:25]3)[cH:17][cH:18][cH:19]2)[cH:12][cH:13]1.[Cl:45][CH2:46][Cl:47].[F:38][C:39]([F:40])([F:41])[C:42]([OH:43])=[O:44]>>[NH2:5][S:6](=[O:7])(=[O:8])[c:9]1[s:10][c:11](-[c:14]2[cH:15][c:16](-[c:20]3[n:21][c:22](-[c:27]4[cH:28][c:29]([CH3:37])[c:30]([C:33]([F:34])([F:35])[F:36])[cH:31][cH:32]4)[cH:23][c:24]([CH3:26])[n:25]3)[cH:17][cH:18][cH:19]2)[cH:12][cH:13]1. Reactants: FC(C1=CC=C(C=C1)B(O)O)(F)F (4-trifluoromethyl-phenylboronic acid), COC(C1=CC(=CC=C1)CN(C(C#CC(C)C)=O)C1=C(C=CC=C1)I)=O (3-{[(2-iodo phenyl)-(4-methyl-pent-2-ynoyl)-amino]-methyl}-benzoic acid methyl ester). Product: COC(C1=CC(=CC=C1)CN1C(/C(/C2=CC=CC=C12)=C(\C(C)C)/C1=CC=C(C=C1)C(F)(F)F)=O)=O (3-{3-[2-Methyl-1-(4-trifluoromethyl-phenyl)-prop-(E)-ylidene]-2-oxo-2,3-dihydro-indol-1-ylmethyl}-benzoic acid methyl ester). As a reaction SMILES: [F:1][C:2]([F:13])([F:12])[C:3]1[CH:8]=[CH:7][C:6](B(O)O)=[CH:5][CH:4]=1.[CH3:14][O:15][C:16](=[O:39])[C:17]1[CH:22]=[CH:21][CH:20]=[C:19]([CH2:23][N:24]([C:32]2[CH:37]=[CH:36][CH:35]=[CH:34][C:33]=2I)[C:25](=[O:31])[C:26]#[C:27][CH:28]([CH3:30])[CH3:29])[CH:18]=1>>[CH3:14][O:15][C:16](=[O:39])[C:17]1[CH:22]=[CH:21][CH:20]=[C:19]([CH2:23][N:24]2[C:32]3[C:37](=[CH:36][CH:35]=[CH:34][CH:33]=3)/[C:26](=[C:27](\[C:6]3[CH:7]=[CH:8][C:3]([C:2]([F:13])([F:12])[F:1])=[CH:4][CH:5]=3)/[CH:28]([CH3:30])[CH3:29])/[C:25]2=[O:31])[CH:18]=1. Reported procedure: The title compound was prepared in analogy to Example 84 starting from 4-trifluoromethyl-phenylboronic acid (commercially available) and 3-{[(2-iodo phenyl)-(4-methyl-pent-2-ynoyl)-amino]-methyl}-benzoic acid methyl ester. 1H NMR (DMSO, 300 MHz) δppm 7.90 (s, 1H), 7.79-7.86 (m, 2H), 7.58 (d, 1H), 7.48 (t, 1H), 7.42 (d, 1H), 7.09 (t, 1H), 7.00 (d, 1H), 6.89 (d, 1H), 6.65 (t, 1H), 5.65 (d, 1H), 5.03 (s, 2H), 4.84-4.93 (m, 1H), 3.57 (s, 3H), 0.96-1.06 (dd, 6H). Starting materials: Nc1ccccc1Cl, ClC(Cl)Cl, Nc1ccc(O)cc1C(=O)O, O=S(Cl)Cl, c1ccccc1. The product is Nc1ccc(O)cc1C(=O)Nc1ccccc1Cl. RXN SMILES: [Cl:16][c:17]1[c:18]([NH2:19])[cH:20][cH:21][cH:22][cH:23]1.[Cl:24][CH:25]([Cl:26])[Cl:27].[NH2:1][c:2]1[c:3]([C:4](=[O:5])[OH:6])[cH:7][c:8]([OH:11])[cH:9][cH:10]1.[S:12]([Cl:13])([Cl:14])=[O:15].[cH:28]1[cH:29][cH:30][cH:31][cH:32][cH:33]1>>[NH2:1][c:2]1[c:3]([C:4](=[O:6])[NH:19][c:18]2[c:17]([Cl:16])[cH:23][cH:22][cH:21][cH:20]2)[cH:7][c:8]([OH:11])[cH:9][cH:10]1. Reactants: S(=O)=O (sulfur dioxide), cuprous chloride, N(=O)[O-].[Na+] (sodium nitrite), NC1=C(C=NN1C1=NC=CC=C1)C(=O)OCC (ethyl 5-amino-1-(2-pyridyl)pyrazole-4-carboxylate), NC(=O)N (urea), ice water. Solvent: ClCCCl (1,2-dichloroethane), O (water), Cl (hydrochloric acid). Reaction conditions: time 10 minute. The product is C(C)OC(=O)C=1C=NN(C1S(=O)(=O)N)C1=NC=CC=C1 (4-ethoxycarbonyl-1-(2-pyridyl)pyrazole-5-sulfonamide). Isolated yield 442.5%. RXN SMILES: N[C:2]1[N:6]([C:7]2[CH:12]=[CH:11][CH:10]=[CH:9][N:8]=2)[N:5]=[CH:4][C:3]=1[C:13]([O:15][CH2:16][CH3:17])=[O:14].N([O-])=O.[Na+].[NH2:22]C(N)=O.[S:26](=[O:28])=[O:27]>Cl.O.ClCCCl>[CH2:16]([O:15][C:13]([C:3]1[CH:4]=[N:5][N:6]([C:7]2[CH:12]=[CH:11][CH:10]=[CH:9][N:8]=2)[C:2]=1[S:26]([NH2:22])(=[O:28])=[O:27])=[O:14])[CH3:17] |f:1.2|. Procedure: 14 g of ethyl 5-amino-1-(2-pyridyl)pyrazole-4-carboxylate was dissolved in 50 ml of conc. hydrochloric acid, and the solution obtained was cooled to -5° C., to which 5.5 g of sodium nitrite dissolved in 10 ml of water was added cropwise, and thereafter, stirred for 10 minutes, followed by addition of 0.6 g of urea. The solution thus obtained was added dropwise at 5° C. to a solution obtained by adding 2 g of sulfur dioxide and 0.6 g of cuprous chloride to 50 ml of 1,2-dichloroethane. After stirr... Reaction SMILES: N=[C:2]1[CH:7]=[CH:6][CH:5]=[CH:4][N:3]1[NH:8]C(N1C=CN=C1)=S.ClCC1N(C)C=C(C2C=CC=CC=2)N=1.[CH2:30]([OH:33])[CH2:31][CH3:32]>>[N:8]1[N:3]2[CH:4]=[CH:5][CH:6]=[CH:7][C:2]2=[CH:32][C:31]=1[CH2:30][OH:33]. Procedure details: An adaptation of the method described in WO 96/01826 was used. Imidazole-1-carbothioic acid (2-imino-2H-pyridin-1-yl)-amide (200 mg, 1.37 mmol) and 2-chloromethyl-1-methyl-4-phenyl-1H-imidazole 6 (300 mg, 1.46 mmol) were dissolved in 1-propanol (25 mL) and the mixture was heated to reflux for 2 hours. The solvent was removed under reduced pressure and the residue dissolved in dichloromethane. The solution was washed with water and the organic layer was dried over Na2SO4 and concentrated. The res... Isolated yield 62.0%. Reactants: N=C1N(C=CC=C1)NC(=S)N1C=NC=C1 (Imidazole-1-carbothioic acid (2-imino-2H-pyridin-1-yl)-amide), ClCC=1N(C=C(N1)C1=CC=CC=C1)C (2-Chloromethyl-1-methyl-4-phenyl-1H-imidazole), C(CC)O (1-propanol). The product is N1=C(C=C2N1C=CC=C2)CO (Pyrazolo[1,5-a]pyridin-2-yl-methanol). The reactants are C(=O)(N1C=NC=C1)N1C=NC=C1 (1,1'-carbonyldiimidazole), CNN(NC)CC (N,N-dimethylaminoethylamine), ClC=1C=C(C=CC1)S(=O)(=O)C1CNCCC1 (3-[(3-chlorophenyl)sulfonyl]piperidine). Solvent: O1CCCC1 (tetrahydrofuran), O1CCCC1 (tetrahydrofuran), C(Cl)Cl (methylene chloride). Yields the product Cl.ClC=1C=C(C=CC1)S(=O)(=O)C1CN(CCC1)C(=O)NCCN(C)C (3-[(3-Chlorophenyl)sulfonyl]-N-[2-(dimethylamino)ethyl]-1-piperidinecarboxamide Monohydrochloride). As a reaction SMILES: [C:1]([N:8]1[CH:12]=[CH:11][N:10]=[CH:9]1)(N1C=CN=C1)=[O:2].[CH3:13]NN(CC)NC.[Cl:20][C:21]1[CH:22]=[C:23]([S:27]([CH:30]2[CH2:35][CH2:34][CH2:33][NH:32][CH2:31]2)(=[O:29])=[O:28])[CH:24]=[CH:25][CH:26]=1>O1CCCC1.C(Cl)Cl>[ClH:20].[Cl:20][C:21]1[CH:22]=[C:23]([S:27]([CH:30]2[CH2:35][CH2:34][CH2:33][N:32]([C:1]([NH:8][CH2:12][CH2:11][N:10]([CH3:9])[CH3:13])=[O:2])[CH2:31]2)(=[O:29])=[O:28])[CH:24]=[CH:25][CH:26]=1 |f:5.6|. Procedure details: A solution of 3.57 g (0.022 mole) of 1,1'-carbonyldiimidazole and 1.78 g (0.020 mole) of N,N-dimethylaminoethylamine in 200 ml of tetrahydrofuran was stirred at room temperature for 1 hr. A solution of 4.63 g (0.0179 mole) of 3-[(3-chlorophenyl)sulfonyl]piperidine (free base) in 100 ml of tetrahydrofuran was added and the mixture was refluxed for 22 hr. The solvent was removed in vacuo to give an oil. The oil was dissolved in methylene chloride and the solution was extracted with 6 portions of w... Starting materials: NC1=NC=C(N=C1Br)Br (2-Amino-3,5-dibromopyrazine), CNC (dimethylamine). Solvent: C(C)O (ethanol). The product is NC1=NC=C(N=C1N(C)C)Br (2-amino-5-bromo-3-dimethylaminopyrazine). RXN SMILES: [NH2:1][C:2]1[C:7](Br)=[N:6][C:5]([Br:9])=[CH:4][N:3]=1.[CH3:10][NH:11][CH3:12]>C(O)C>[NH2:1][C:2]1[C:7]([N:11]([CH3:12])[CH3:10])=[N:6][C:5]([Br:9])=[CH:4][N:3]=1. Procedure details: 2-Amino-3,5-dibromopyrazine (1.0 g) was dissolved in a solution of dimethylamine in ethanol (33% w/v; 20 ml) and the solution was heated under reflux for 18 hours. Volatile material was removed by evaporation and the residue was purified by elution with dichloromethane through a silica gel Mega Bond Elut column to give 2-amino-5-bromo-3-dimethylaminopyrazine (0.67 g); 1H NMR (d6 -DMSO): 2.75 (s, 6H), 6.1-6.2 (br s, 2H), 7.6 (s, 1H); mass spectrum (+ve CI): 217 (M+H)+. Reactants: FC1=CC2=C(C(=NO2)C2=CC(=CC=C2)OC[C@@H]2OC2)C=C1 ((R)-6-fluoro-3-(3-oxiranylmethoxy-phenyl)-benzo[d]isoxazole), ClC(C)Cl (dichloroethane). Solvent: NC1CCC2=CC=CC=C12 (1-aminoindan), C(C)O (ethanol). The product is FC1=CC2=C(C(=NO2)C=2C=C(OC[C@@H](CNC3CCC4=CC=CC=C34)O)C=CC2)C=C1 ((R)-1-[3-(6-fluoro-benzo[d]isoxazol-3-yl)-phenoxy]-3-(indan-1-ylamino)-propan-2-ol). As a reaction SMILES: [F:1][C:2]1[CH:21]=[CH:20][C:5]2[C:6]([C:9]3[CH:14]=[CH:13][CH:12]=[C:11]([O:15][CH2:16][C@H:17]4[CH2:19][O:18]4)[CH:10]=3)=[N:7][O:8][C:4]=2[CH:3]=1.Cl[CH:23](Cl)[CH3:24]>NC1C2C(=CC=CC=2)CC1.C(O)C>[F:1][C:2]1[CH:21]=[CH:20][C:5]2[C:6]([C:9]3[CH:10]=[C:11]([CH:12]=[CH:13][CH:14]=3)[O:15][CH2:16][C@H:17]([OH:18])[CH2:19][NH:7][CH:6]3[C:23]4[C:24](=[CH:3][CH:2]=[CH:21][CH:20]=4)[CH2:4][CH2:5]3)=[N:7][O:8][C:4]=2[CH:3]=1. Reported procedure: The title compound is prepared from a mixture of (R)-6-fluoro-3-(3-oxiranylmethoxy-phenyl)-benzo[d]isoxazole in dichloroethane, 1-aminoindan and ethanol, essentially as described above in Example 57. Purity by LC/MS=91%, [M+H]+=419.